This data is from the Open Reaction Database (ORD), a public repository of structured organic reaction records. The task is: describe an organic reaction: reactants, conditions, products, and yield As a reaction SMILES: [Br-:11].[CH2:6]1[O:7][CH2:8][CH2:9][CH2:10]1.[CH3:1][Sn:2]([CH3:3])([CH3:4])[Cl:5].[CH3:20][CH2:21][O:22][CH2:23][CH3:24].[Cl:12][c:13]1[cH:14][cH:15][c:16]([Mg+:19])[cH:17][cH:18]1>>[CH3:1][Sn:2]([CH3:3])([CH3:4])[c:16]1[cH:15][cH:14][c:13]([Cl:12])[cH:18][cH:17]1. Product: C[Sn](C)(C)c1ccc(Cl)cc1. Reactants: [Br-], C1CCOC1, C[Sn](C)(C)Cl, CCOCC, [Mg+]c1ccc(Cl)cc1. Reactants: resultant mixture, C1(=CC=CC=C1)C=1N=CC(=NC1C1=CC=CC=C1)O (5,6-diphenyl-2-pyrazinol), CS(=O)(=O)OCCOC1=CC=C(C=O)C=C1 (4-[2-(methanesulfonyloxy)ethoxy]benzaldehyde), C([O-])([O-])=O.[K+].[K+] (potassium carbonate), ice water. The solvent is CN(C=O)C (dimethylformamide). Yields the product C1(=CC=CC=C1)C=1N=CC(=NC1C1=CC=CC=C1)OCCOC1=CC=C(C=O)C=C1 (4-(2-[(5,6-diphenyl-2-pyrazinyl)oxy]ethoxy)benzaldehyde). Isolated yield 85.4%. As a reaction SMILES: [C:1]1([C:7]2[N:8]=[CH:9][C:10]([OH:19])=[N:11][C:12]=2[C:13]2[CH:18]=[CH:17][CH:16]=[CH:15][CH:14]=2)[CH:6]=[CH:5][CH:4]=[CH:3][CH:2]=1.CS(O[CH2:25][CH2:26][O:27][C:28]1[CH:35]=[CH:34][C:31]([CH:32]=[O:33])=[CH:30][CH:29]=1)(=O)=O.C(=O)([O-])[O-].[K+].[K+]>CN(C)C=O>[C:1]1([C:7]2[N:8]=[CH:9][C:10]([O:19][CH2:25][CH2:26][O:27][C:28]3[CH:35]=[CH:34][C:31]([CH:32]=[O:33])=[CH:30][CH:29]=3)=[N:11][C:12]=2[C:13]2[CH:14]=[CH:15][CH:16]=[CH:17][CH:18]=2)[CH:2]=[CH:3][CH:4]=[CH:5][CH:6]=1 |f:2.3.4|. Procedure details: To a mixture containing 5,6-diphenyl-2-pyrazinol (2.45 g), 4-[2-(methanesulfonyloxy)ethoxy]benzaldehyde (2.44 g), and potassium carbonate (1.8 g), dimethylformamide (100 mL) was added. The resultant mixture was heated at 100° C. on an oil bath for two hours under stirring, and the reaction mixture was poured into an ice-water mixture. The thus-formed organic matter was separated through extraction by use of ethyl acetate, followed by washing sequentially with water and saturated saline. The wash...